Dataset: the Open Reaction Database (ORD), a public repository of structured organic reaction records. Task: describe an organic reaction: reactants, conditions, products, and yield Starting materials: Cl.ClC=1C=C(C=C(C1F)Cl)C1(CN=C(C1)C=1C=C2COC3(C2=CC1)CNC3)C(F)(F)F (5′-(3-(3,5-dichloro-4-fluorophenyl)-3-(trifluoromethyl)-3,4-dihydro-2H-pyrrol-5-yl)-3′H-spiro[azetidine-3,1′-isobenzofuran]hydrochloride), TEA, CS(=O)(=O)CC(=O)O (Methane sulfonyl acetic acid), C(CC)P1(OP(OP(O1)(=O)CCC)(=O)CCC)=O (T3P). Solvent: C1CCOC1 (THF). Run at time 16 hour. Yields the product ClC=1C=C(C=C(C1F)Cl)C1(CN=C(C1)C=1C=C2COC3(C2=CC1)CN(C3)C(CS(=O)(=O)C)=O)C(F)(F)F (1-(5′-(3-(3,5-dichloro-4-fluorophenyl)-3-(trifluoromethyl)-3,4-dihydro-2H-pyrrol-5-yl)-3′H-spiro[azetidine-3,1′-isobenzofuran]-1-yl)-2-(methylsulfonyl)ethanone). Yield: 35.7%. Reaction SMILES: Cl.[Cl:2][C:3]1[CH:4]=[C:5]([C:11]2([C:28]([F:31])([F:30])[F:29])[CH2:15][C:14]([C:16]3[CH:17]=[C:18]4[C:22](=[CH:23][CH:24]=3)[C:21]3([CH2:27][NH:26][CH2:25]3)[O:20][CH2:19]4)=[N:13][CH2:12]2)[CH:6]=[C:7]([Cl:10])[C:8]=1[F:9].[CH3:32][S:33]([CH2:36][C:37](O)=[O:38])(=[O:35])=[O:34].C(P1(=O)OP(CCC)(=O)OP(CCC)(=O)O1)CC>C1COCC1>[Cl:10][C:7]1[CH:6]=[C:5]([C:11]2([C:28]([F:30])([F:29])[F:31])[CH2:15][C:14]([C:16]3[CH:17]=[C:18]4[C:22](=[CH:23][CH:24]=3)[C:21]3([CH2:25][N:26]([C:37](=[O:38])[CH2:36][S:33]([CH3:32])(=[O:35])=[O:34])[CH2:27]3)[O:20][CH2:19]4)=[N:13][CH2:12]2)[CH:4]=[C:3]([Cl:2])[C:8]=1[F:9] |f:0.1|. Procedure details: To a stirred solution of 5′-(3-(3,5-dichloro-4-fluorophenyl)-3-(trifluoromethyl)-3,4-dihydro-2H-pyrrol-5-yl)-3′H-spiro[azetidine-3,1′-isobenzofuran]hydrochloride (Preparation 9, 0.43 g, 0.87mmol) in THF (10 mL) was added TEA (1.20 mL, 8.67 mmol). Methane sulfonyl acetic acid (0.239 g, 1.74mmol) and T3P (2.74 mL, 4.34mmol) were added at room temperature. Resulting reaction mixture was stirred at room temperature for 16 hours. After complete conversion of starting material, reaction mixture was qu... The reactants are N1=C(C=CC=C1)CCN1CCN(CC1)C1=CC=CC=2C=C(OC21)C(=O)[O-].[Li+] (lithium 7-(4-(2-(pyridin-2-yl)ethyl)piperazin-1-yl)benzofuran-2-carboxylate), O1CCN(CC1)C1=CC=C(N)C=C1 (4-morpholinoaniline). The product is O1CCN(CC1)C1=CC=C(C=C1)NC(=O)C=1OC2=C(C1)C=CC=C2N2CCN(CC2)CCC2=NC=CC=C2 (N-(4-Morpholinophenyl)-7-(4-(2-(pyridin-2-yl)ethyl)piperazin-1-yl)benzofuran-2-carboxamide). Reaction SMILES: [N:1]1[CH:6]=[CH:5][CH:4]=[CH:3][C:2]=1[CH2:7][CH2:8][N:9]1[CH2:14][CH2:13][N:12]([C:15]2[C:23]3[O:22][C:21]([C:24]([O-])=[O:25])=[CH:20][C:19]=3[CH:18]=[CH:17][CH:16]=2)[CH2:11][CH2:10]1.[Li+].[O:28]1[CH2:33][CH2:32][N:31]([C:34]2[CH:40]=[CH:39][C:37]([NH2:38])=[CH:36][CH:35]=2)[CH2:30][CH2:29]1>>[O:28]1[CH2:29][CH2:30][N:31]([C:34]2[CH:35]=[CH:36][C:37]([NH:38][C:24]([C:21]3[O:22][C:23]4[C:15]([N:12]5[CH2:11][CH2:10][N:9]([CH2:8][CH2:7][C:2]6[CH:3]=[CH:4][CH:5]=[CH:6][N:1]=6)[CH2:14][CH2:13]5)=[CH:16][CH:17]=[CH:18][C:19]=4[CH:20]=3)=[O:25])=[CH:39][CH:40]=2)[CH2:32][CH2:33]1 |f:0.1|. Reported procedure: The compound was prepared according to the procedure disclosed in Example 1 starting from lithium 7-(4-(2-(pyridin-2-yl)ethyl)piperazin-1-yl)benzofuran-2-carboxylate (60 mg, 0.16 mmol) and 4-morpholinoaniline (37 mg, 0.20 mmol). Yield: 38 mg (44%). Starting materials: BrC(CC(=O)O)C(C1=CC=C(C=C1)F)=O (β-bromo-β-p-fluorobenzoyl-propionic acid), NC(=S)N (thio-urea). The solvent is C(C)(C)O (isopropyl alcohol). The product is NC=1SC(=C(N1)C1=CC=C(C=C1)F)CC(=O)O ((2-Amino-4-para-fluorophenyl-thiazol-5-yl)-acetic acid). RXN SMILES: Br[CH:2]([C:7](=O)[C:8]1[CH:13]=[CH:12][C:11]([F:14])=[CH:10][CH:9]=1)[CH2:3][C:4]([OH:6])=[O:5].[NH2:16][C:17]([NH2:19])=[S:18]>C(O)(C)C>[NH2:19][C:17]1[S:18][C:2]([CH2:3][C:4]([OH:6])=[O:5])=[C:7]([C:8]2[CH:13]=[CH:12][C:11]([F:14])=[CH:10][CH:9]=2)[N:16]=1. Procedure details: A mixture of 10 grams of β-bromo-β-p-fluorobenzoyl-propionic acid and 2.77 grams of thio-urea in 60 c.c. of isopropyl alcohol is refluxed for 1 hour. After cooling, the precipitated solid is filtered off and recrystallised from isopropyl alcohol, m.p. 267°-268°C. Starting materials: CSC(C[N+](=O)[O-])SC (1,1-bis(methylthio)-2-nitroethane), NCCSCC1=CC=C(O1)CN(C)C (5-[[(2-aminoethyl)thio]methyl]-N,N-dimethyl-2-furanmethanamine), C(C(=O)O)(=O)O (Oxalic acid). Solvent: O1CCOCC1 (dioxan), O1CCOCC1 (dioxan). Yields the product C(C(=O)O)(=O)O.CN(CC=1OC(=CC1)CSCCNC(=C[N+](=O)[O-])SC)C (N,N-Dimethyl-5-[[[2-[(1-methylthio-2-nitroethenyl)amino]ethyl]thio]methyl]-2-furanmethanamine oxalate). The yield is 99.4%. Reaction SMILES: CS[CH:3]([S:8][CH3:9])[CH2:4][N+:5]([O-:7])=[O:6].[NH2:10][CH2:11][CH2:12][S:13][CH2:14][C:15]1[O:19][C:18]([CH2:20][N:21]([CH3:23])[CH3:22])=[CH:17][CH:16]=1.[C:24]([OH:29])(=[O:28])[C:25]([OH:27])=[O:26]>O1CCOCC1>[C:24]([OH:29])(=[O:28])[C:25]([OH:27])=[O:26].[CH3:22][N:21]([CH3:23])[CH2:20][C:18]1[O:19][C:15]([CH2:14][S:13][CH2:12][CH2:11][NH:10][C:3]([S:8][CH3:9])=[CH:4][N+:5]([O-:7])=[O:6])=[CH:16][CH:17]=1 |f:4.5|. Procedure: A solution of 1,1-bis(methylthio)-2-nitroethane (19.8 g) and 5-[[(2-aminoethyl)thio]methyl]-N,N-dimethyl-2-furanmethanamine (6.42 g) in dry dioxan (120 ml) was heated at 80° C. for 6 hours. Oxalic acid (3.8 g) in dry dioxan (40 ml) was added and the crystalline solid which separated was filtered, washed with dioxan and dried to give the title compound (12.55 g) m.p. 140°-143° C. The reactants are CCOC(=O)CBr, O=C([O-])[O-], CC#N, CC(Oc1cccc(Oc2c(Cl)cc(C(F)(F)F)cc2Cl)c1)C(=O)O, [K+], [K+]. Product: CCOC(=O)COC(=O)C(C)Oc1cccc(Oc2c(Cl)cc(C(F)(F)F)cc2Cl)c1. As a reaction SMILES: [Br:32][CH2:33][C:34](=[O:35])[O:36][CH2:37][CH3:38].[C:26](=[O:27])([O-:28])[O-:29].[CH3:39][C:40]#[N:41].[Cl:1][c:2]1[c:3]([O:4][c:5]2[cH:6][c:7]([O:8][CH:9]([C:10](=[O:11])[OH:12])[CH3:13])[cH:14][cH:15][cH:16]2)[c:17]([Cl:25])[cH:18][c:19]([C:21]([F:22])([F:23])[F:24])[cH:20]1.[K+:30].[K+:31]>>[Cl:1][c:2]1[c:3]([O:4][c:5]2[cH:6][c:7]([O:8][CH:9]([C:10](=[O:11])[O:12][CH2:33][C:34](=[O:35])[O:36][CH2:37][CH3:38])[CH3:13])[cH:14][cH:15][cH:16]2)[c:17]([Cl:25])[cH:18][c:19]([C:21]([F:22])([F:23])[F:24])[cH:20]1. Reactants: N#CC=C1c2ccccc2CCc2cc(CBr)ccc21, CC(C)(C)[O-], CCCc1nc2cc(C(=O)OC)cc(C)c2[nH]1, CCOC(C)=O, [K+], CN(C)C=O. Product: CCCc1nc2c(C)cc(C(=O)OC)cc2n1Cc1ccc2c(c1)CCc1ccccc1C2=CC#N. RXN SMILES: [Br:24][CH2:25][c:26]1[cH:27][c:28]2[c:29]([cH:42][cH:43]1)[C:30](=[CH:39][C:40]#[N:41])[c:31]1[c:32]([cH:35][cH:36][cH:37][cH:38]1)[CH2:33][CH2:34]2.[CH3:18][C:19]([CH3:20])([O-:21])[CH3:22].[CH3:1][O:2][C:3](=[O:4])[c:5]1[cH:6][c:7]([CH3:17])[c:8]2[c:9]([n:10][c:11]([CH2:13][CH2:14][CH3:15])[nH:12]2)[cH:16]1.[CH3:44][CH2:45][O:46][C:47](=[O:48])[CH3:49].[K+:23].[O:50]=[CH:51][N:52]([CH3:53])[CH3:54]>>[CH3:1][O:2][C:3](=[O:4])[c:5]1[cH:6][c:7]([CH3:17])[c:8]2[c:9]([n:10]([CH2:25][c:26]3[cH:27][c:28]4[c:29]([cH:42][cH:43]3)[C:30](=[CH:39][C:40]#[N:41])[c:31]3[c:32]([cH:35][cH:36][cH:37][cH:38]3)[CH2:33][CH2:34]4)[c:11]([CH2:13][CH2:14][CH3:15])[n:12]2)[cH:16]1.